This data is from the Open Reaction Database (ORD), a public repository of structured organic reaction records. The task is: describe an organic reaction: reactants, conditions, products, and yield Reactants: N1N=CC=C1 (1H-pyrazole), IC1=CC=C(C(=O)OCC)C=C1 (ethyl 4-iodobenzoate). The product is C(C)OC(C1=CC=C(C=C1)N1N=CC=C1)=O (4-pyrazol-1-yl benzoic acid ethyl ester). Reaction SMILES: [NH:1]1[CH:5]=[CH:4][CH:3]=[N:2]1.I[C:7]1[CH:17]=[CH:16][C:10]([C:11]([O:13][CH2:14][CH3:15])=[O:12])=[CH:9][CH:8]=1>>[CH2:14]([O:13][C:11](=[O:12])[C:10]1[CH:16]=[CH:17][C:7]([N:1]2[CH:5]=[CH:4][CH:3]=[N:2]2)=[CH:8][CH:9]=1)[CH3:15]. Reported procedure: Following General Procedure A (90° C., 30 hours), 1H-pyrazole (205 mg, 3.0 mmol) is coupled with ethyl 4-iodobenzoate (336 μL, 2.0 mmol). The crude brown oil is purified by flash chromatography on silica gel (eluent: dichloromethane/hexanes=80/20) to provide 400 mg (93% isolated yield) of the desired product as a white solid. Starting materials: NCC=1C(=NC(=NC1)Cl)NCC(C)(C)C ((5-aminomethyl-2-chloro-pyrimidin-4-yl](2,2-dimethyl-propyl)-amine), CCN(C(C)C)C(C)C (DIEA), CN(C)C=O (DMF), COC1=CC=C(C=C1)CC(=O)O ((4-methoxy-phenyl)-acetic acid). The solvent is C(C)(=O)OCC (ethyl acetate). Reaction conditions: time 16 hour. Yields the product ethyl acetate hexanes, ClC1=NC=C(C(=N1)NCC(C)(C)C)CNC(CC1=CC=C(C=C1)OC)=O (N-[2-chloro-4-(2,2-dimethyl-propylamino)-pyrimidin-5-ylmethyl]-2-(4-methoxy-phenyl)acetamide). RXN SMILES: [NH2:1][CH2:2][C:3]1[C:4]([NH:10][CH2:11][C:12]([CH3:15])([CH3:14])[CH3:13])=[N:5][C:6]([Cl:9])=[N:7][CH:8]=1.CCN(C(C)C)C(C)C.CN(C=O)C.[CH3:30][O:31][C:32]1[CH:37]=[CH:36][C:35]([CH2:38][C:39](O)=[O:40])=[CH:34][CH:33]=1>C(OCC)(=O)C>[Cl:9][C:6]1[N:5]=[C:4]([NH:10][CH2:11][C:12]([CH3:15])([CH3:14])[CH3:13])[C:3]([CH2:2][NH:1][C:39](=[O:40])[CH2:38][C:35]2[CH:36]=[CH:37][C:32]([O:31][CH3:30])=[CH:33][CH:34]=2)=[CH:8][N:7]=1. Procedure details: To a solution of 0.089 g (0.38 mmol) of (5-aminomethyl-2-chloro-pyrimidin-4-yl](2,2-dimethyl-propyl)-amine and 0.27 ml (1.6 mmol) DIEA in 2.5 ml of DMF 0.063 g (0.38 mmol) of (4-methoxy-phenyl)-acetic acid is added and the reaction mixture is stirred at r.t for 16 h. The reaction mixture is then diluted with ethyl acetate and twice washed with H2O, the organic layer is separated and dried over Na2SO4 and then concentrated under reduced pressure. Flash chromatography (ethyl acetate/hexanes 1:1) o...